describe an organic reaction: reactants, conditions, products, and yield From a dataset of the Open Reaction Database (ORD), a public repository of structured organic reaction records. Reactants: FC(C(C1=CC=CC=C1)N[C@@H](CC(C)C)C(=O)OC)(F)F (methyl N-(2,2,2-trifluoro-1-phenylethyl)-L-leucinate), [Li+].[OH-] (LiOH). Run in C1CCOC1.CO (THF MeOH). Reaction conditions: time 8 hour. Yields the product FC(C(C1=CC=CC=C1)N[C@@H](CC(C)C)C(=O)O)(F)F (N-(2,2,2-trifluoro-1-phenylethyl)-L-leucine). RXN SMILES: [F:1][C:2]([F:21])([F:20])[CH:3]([NH:10][C@H:11]([C:16]([O:18]C)=[O:17])[CH2:12][CH:13]([CH3:15])[CH3:14])[C:4]1[CH:9]=[CH:8][CH:7]=[CH:6][CH:5]=1.[Li+].[OH-]>C1COCC1.CO>[F:1][C:2]([F:20])([F:21])[CH:3]([NH:10][C@H:11]([C:16]([OH:18])=[O:17])[CH2:12][CH:13]([CH3:15])[CH3:14])[C:4]1[CH:9]=[CH:8][CH:7]=[CH:6][CH:5]=1 |f:1.2,3.4|. Reported procedure: To a room temperature solution of methyl N-(2,2,2-trifluoro-1-phenylethyl)-L-leucinate (150 mg, 0.50 mmol) in 2:1 THF/MeOH was added 1M LiOH. The mixture was stirred overnight and concentrated. The residue was partitioned between ethyl acetate and pH 3.5 phosphate buffer. The organic phase was washed with brine, dried over MgSO4 and concentrated to give N-(2,2,2-trifluoro-1-phenylethyl)-L-leucine. Reagents/catalysts: Cl[Pd]([P](C1=CC=CC=C1)(C2=CC=CC=C2)C3=CC=CC=C3)([P](C4=CC=CC=C4)(C5=CC=CC=C5)C6=CC=CC=C6)Cl (bis(triphenylphosphine)palladium(II) dichloride). Solvent: C(C)(=O)OCC (ethyl acetate), O (water), COCCOC (ethylene glycol dimethyl ether), O (Water). Procedure details: Water (0.42 mL), 2-furanboronic acid (0.040 g), sodium bicarbonate (0.060 g), and bis(triphenylphosphine)palladium(II) dichloride (4 mg) were added to an ethylene glycol dimethyl ether (1.4 mL) suspension of methyl 2-(2-acetoxy-5-bromobenzamido)-4-phenylbenzoate (0.14 g), followed by heating to reflux under a nitrogen atmosphere for 1 hour and 10 minutes. The reaction mixture was cooled to room temperature, and water and ethyl acetate were added thereto. The insoluble substance was removed by fi... RXN SMILES: [O:1]1[CH:5]=[CH:4][CH:3]=[C:2]1B(O)O.C(=O)(O)[O-].[Na+].[C:14]([O:17][C:18]1[CH:42]=[CH:41][C:40](Br)=[CH:39][C:19]=1[C:20]([NH:22][C:23]1[CH:32]=[C:31]([C:33]2[CH:38]=[CH:37][CH:36]=[CH:35][CH:34]=2)[CH:30]=[CH:29][C:24]=1[C:25]([O:27][CH3:28])=[O:26])=[O:21])(=[O:16])[CH3:15]>Cl[Pd](Cl)([P](C1C=CC=CC=1)(C1C=CC=CC=1)C1C=CC=CC=1)[P](C1C=CC=CC=1)(C1C=CC=CC=1)C1C=CC=CC=1.C(OCC)(=O)C.O.COCCOC>[C:14]([O:17][C:18]1[CH:42]=[CH:41][C:40]([C:2]2[O:1][CH:5]=[CH:4][CH:3]=2)=[CH:39][C:19]=1[C:20]([NH:22][C:23]1[CH:32]=[C:31]([C:33]2[CH:38]=[CH:37][CH:36]=[CH:35][CH:34]=2)[CH:30]=[CH:29][C:24]=1[C:25]([O:27][CH3:28])=[O:26])=[O:21])(=[O:16])[CH3:15] |f:1.2,^1:46,65|. The reactants are O1C(=CC=C1)B(O)O (2-furanboronic acid), C([O-])(O)=O.[Na+] (sodium bicarbonate), C(C)(=O)OC1=C(C(=O)NC2=C(C(=O)OC)C=CC(=C2)C2=CC=CC=C2)C=C(C=C1)Br (methyl 2-(2-acetoxy-5-bromobenzamido)-4-phenylbenzoate). The yield is 53.6%. The product is C(C)(=O)OC1=C(C(=O)NC2=C(C(=O)OC)C=CC(=C2)C2=CC=CC=C2)C=C(C=C1)C=1OC=CC1 (methyl 2-(2-acetoxy-5-(furan-2-yl)benzamido)-4-phenylbenzoate).